Dataset: the Open Reaction Database (ORD), a public repository of structured organic reaction records. Task: describe an organic reaction: reactants, conditions, products, and yield Reactants: CC1(C=2C=CC(=CC2C(CC1)=O)N=NC1=CC=C(C(=O)OCC)C=C1)C (ethyl 4-[(5,5-dimethyl-5,6-dihydro-naphthalen-8(7H)-one-2-yl)azo]benzoate), [BH4-].[Na+] (NaBH4). The solvent is C1CCOC1 (THF), CCO (EtOH). Conditions: time 3 hour. The product is CC1(C=2C=CC(=CC2C(CC1)O)N=NC1=CC=C(C(=O)OCC)C=C1)C ((+/−) Ethyl 4-[(5,5-dimethyl-8-hydroxy-5,6,7,8-tetrahydronaphthalen-2-yl)azo]benzoate). As a reaction SMILES: [CH3:1][C:2]1([CH3:26])[CH2:11][CH2:10][C:9](=[O:12])[C:8]2[CH:7]=[C:6]([N:13]=[N:14][C:15]3[CH:25]=[CH:24][C:18]([C:19]([O:21][CH2:22][CH3:23])=[O:20])=[CH:17][CH:16]=3)[CH:5]=[CH:4][C:3]1=2.[BH4-].[Na+]>C1COCC1.CCO>[CH3:26][C:2]1([CH3:1])[CH2:11][CH2:10][CH:9]([OH:12])[C:8]2[CH:7]=[C:6]([N:13]=[N:14][C:15]3[CH:16]=[CH:17][C:18]([C:19]([O:21][CH2:22][CH3:23])=[O:20])=[CH:24][CH:25]=3)[CH:5]=[CH:4][C:3]1=2 |f:1.2|. Reported procedure: To a solution of ethyl 4-[(5,5-dimethyl-5,6-dihydro-naphthalen-8(7H)-one-2-yl)azo]benzoate (Compound D10, 60 mg, 0.171 mmol) in 2 ml of THF and 7 ml of EtOH at 0 IC was added NaBH4 (6.5 mg, 0.171 mmol) and the mixture stirred for 3 h. The reaction was quenched by slow addition of cold water. Solvent was removed under reduced pressure and the residue was extracted with ethyl acetate. The organic layer was washed with brine, dried (MgSO4) and solvent removed under reduced pressure. The crude produ... Reactants: C(C)(C)N1C(C(=CC2=C(C=CC=C12)C)C(=O)NCC1CCNCC1)=O (1-isopropyl-5-methyl-2-oxo-N-(piperidin-4-ylmethyl)-1,2-dihydroquinoline-3-carboxamide), O1CC12CCN(CC2)C(=O)OC(C)(C)C (tert-butyl 1-oxa-6-azaspiro[2.5]octane-6-carboxylate), CO (methanol). Yields the product C(C(=O)O)(=O)O.OC1(CCNCC1)CN1CCC(CC1)CNC(=O)C=1C(N(C2=CC=CC(=C2C1)C)C(C)C)=O (N-({1-[(4-HYDROXYPIPERIDIN-4-YL)METHYL]PIPERIDINE-4-YL}METHYL)-1-ISOPROPYL-5-METHYL-2-OXO-1,2-DIHYDROQUINOLINE-3-CARBOXAMIDE ETHANEDIOATE). The yield is 45.0%. Reaction SMILES: [CH:1]([N:4]1[C:13]2[C:8](=[C:9]([CH3:14])[CH:10]=[CH:11][CH:12]=2)[CH:7]=[C:6]([C:15]([NH:17][CH2:18][CH:19]2[CH2:24][CH2:23][NH:22][CH2:21][CH2:20]2)=[O:16])[C:5]1=[O:25])([CH3:3])[CH3:2].[O:26]1[C:28]2([CH2:33][CH2:32][N:31]([C:34]([O:36]C(C)(C)C)=[O:35])[CH2:30][CH2:29]2)[CH2:27]1.[CH3:41][OH:42]>>[C:34]([OH:36])(=[O:35])[C:41]([OH:16])=[O:42].[OH:26][C:28]1([CH2:27][N:22]2[CH2:23][CH2:24][CH:19]([CH2:18][NH:17][C:15]([C:6]3[C:5](=[O:25])[N:4]([CH:1]([CH3:3])[CH3:2])[C:13]4[C:8]([CH:7]=3)=[C:9]([CH3:14])[CH:10]=[CH:11][CH:12]=4)=[O:16])[CH2:20][CH2:21]2)[CH2:33][CH2:32][NH:31][CH2:30][CH2:29]1 |f:3.4|. Procedure details: A solution of 1-isopropyl-5-methyl-2-oxo-N-(piperidin-4-ylmethyl)-1,2-dihydroquinoline-3-carboxamide (150 mg, 0.44 mmol, step 4 in preparation 3) and tert-butyl 1-oxa-6-azaspiro[2.5]octane-6-carboxylate (112 mg, 0.53 mmol, Castro Jose L. et al., J. Med. Chem., 1998, 41, 2667) in methanol (5 mL) was heated at 80° C. overnight. After cooled to room temperature, concentrated gave yellow oil. The residue was chromatographed on a column of silica gel eluting with 25% ammonium hydroxide/methanol/dichl... Reactants: C(=O)([O-])[O-].[K+].[K+] (K2CO3), ClCC(CN1C2=CC=CC=C2C=2C=CC=CC12)O (9-(3-chloro-2-hydroxy-1-propyl)carbazole), COC1=CC=C(C=C1)C1(CCNCC1)O (4-(4-Methoxyphenyl)piperidin-4-ol). Solvent: CC(CC(C)=O)C (4-methyl-pentan-2-one). Yields the product Cl.C1=CC=CC=2C3=CC=CC=C3N(C12)CC(CN1CCC(CC1)(O)C1=CC=C(C=C1)OC)O (1-(3-(9H-Carbazol-9-yl)-2-hydroxy-1-propyl)-4-(4-methoxyphenyl)piperidin-4-ol hydrochloride). The yield is 52.2%. RXN SMILES: [CH3:1][O:2][C:3]1[CH:8]=[CH:7][C:6]([C:9]2([OH:15])[CH2:14][CH2:13][NH:12][CH2:11][CH2:10]2)=[CH:5][CH:4]=1.C([O-])([O-])=O.[K+].[K+].[Cl:22][CH2:23][CH:24]([OH:39])[CH2:25][N:26]1[C:38]2[CH:37]=[CH:36][CH:35]=[CH:34][C:33]=2[C:32]2[C:27]1=[CH:28][CH:29]=[CH:30][CH:31]=2>CC(C)CC(=O)C>[ClH:22].[CH:28]1[C:27]2[N:26]([CH2:25][CH:24]([OH:39])[CH2:23][N:12]3[CH2:11][CH2:10][C:9]([C:6]4[CH:5]=[CH:4][C:3]([O:2][CH3:1])=[CH:8][CH:7]=4)([OH:15])[CH2:14][CH2:13]3)[C:38]3[C:33](=[CH:34][CH:35]=[CH:36][CH:37]=3)[C:32]=2[CH:31]=[CH:30][CH:29]=1 |f:1.2.3,6.7|. Procedure: 4-(4-Methoxyphenyl)piperidin-4-ol (0.50 g, 0.0024 mol) was dissolved in 4-methyl-pentan-2-one (35 mL), K2CO3 (1.33 g, 0.0096 mol) and 9-(3-chloro-2-hydroxy-1-propyl)carbazole (0.42 g, 0.0016 mol) were added, and the resulting mixture was stirred at reflux temperature overnight. The reaction mixture was filtered and the solvent was removed in vacuo. The residual oil was purified on a silica gel column (Eluent: CH2Cl2 /ethanol/25% NH4OH (aq) (92.75:7:0.25)). The product was acidified with 2M HCl(g... Reactants: BrCc1ccc2ccccc2c1, O=C([O-])[O-], CCOC(=O)CCc1cc(F)c(O)c(F)c1, [K+], [K+], CN(C)C=O, O. The product is CCOC(=O)CCc1cc(F)c(OCc2ccc3ccccc3c2)c(F)c1. As a reaction SMILES: [Br:17][CH2:18][c:19]1[cH:20][c:21]2[cH:22][cH:23][cH:24][cH:25][c:26]2[cH:27][cH:28]1.[C:29](=[O:30])([O-:31])[O-:32].[F:1][c:2]1[cH:3][c:4]([CH2:10][CH2:11][C:12](=[O:13])[O:14][CH2:15][CH3:16])[cH:5][c:6]([F:9])[c:7]1[OH:8].[K+:33].[K+:34].[O:36]=[CH:37][N:38]([CH3:39])[CH3:40].[OH2:35]>>[F:1][c:2]1[cH:3][c:4]([CH2:10][CH2:11][C:12](=[O:13])[O:14][CH2:15][CH3:16])[cH:5][c:6]([F:9])[c:7]1[O:8][CH2:18][c:19]1[cH:20][c:21]2[cH:22][cH:23][cH:24][cH:25][c:26]2[cH:27][cH:28]1. Starting materials: C(CCC)OCCOC1=CC=C(C=C1)C=1C=CC2=C(C=C(CCN2CC(C)C)C(=O)NC2=CC=C(C=C2)SCC=2N=NC=C(N2)C)C1 (7-[4-(2-butoxyethoxy)phenyl]-N-[4-[(5-methyl-1,2,4-triazin-3-yl)methylthio]phenyl]-1-isobutyl-2,3-dihydro-1H-1-benzazepine-4-carboxamide), ClC1=CC(=CC=C1)C(=O)OO (3-chloroperbenzoic acid), S(=S)(=O)([O-])[O-].[Na+].[Na+] (sodium thiosulfate). Solvent: ClCCl (dichloromethane), ClCCl (dichloromethane). Reaction conditions: temperature -78 celsius, time 1.5 hour. Product: C(CCC)OCCOC1=CC=C(C=C1)C=1C=CC2=C(C=C(CCN2CC(C)C)C(=O)NC2=CC=C(C=C2)S(=O)CC=2N=NC=C(N2)C)C1 (7-[4-(2-butoxyethoxy)phenyl]-N-[4-[(5-methyl-1,2,4-triazin-3-yl)methylsulfinyl]phenyl]-1-isobutyl-2,3-dihydro-1H-1-benzazepine-4-carboxamide). The yield is 72.8%. As a reaction SMILES: [CH2:1]([O:5][CH2:6][CH2:7][O:8][C:9]1[CH:14]=[CH:13][C:12]([C:15]2[CH:16]=[CH:17][C:18]3[N:24]([CH2:25][CH:26]([CH3:28])[CH3:27])[CH2:23][CH2:22][C:21]([C:29]([NH:31][C:32]4[CH:37]=[CH:36][C:35]([S:38][CH2:39][C:40]5[N:41]=[N:42][CH:43]=[C:44]([CH3:46])[N:45]=5)=[CH:34][CH:33]=4)=[O:30])=[CH:20][C:19]=3[CH:47]=2)=[CH:11][CH:10]=1)[CH2:2][CH2:3][CH3:4].ClC1C=CC=C(C(OO)=[O:56])C=1.S([O-])([O-])(=O)=S.[Na+].[Na+]>ClCCl>[CH2:1]([O:5][CH2:6][CH2:7][O:8][C:9]1[CH:10]=[CH:11][C:12]([C:15]2[CH:16]=[CH:17][C:18]3[N:24]([CH2:25][CH:26]([CH3:27])[CH3:28])[CH2:23][CH2:22][C:21]([C:29]([NH:31][C:32]4[CH:33]=[CH:34][C:35]([S:38]([CH2:39][C:40]5[N:41]=[N:42][CH:43]=[C:44]([CH3:46])[N:45]=5)=[O:56])=[CH:36][CH:37]=4)=[O:30])=[CH:20][C:19]=3[CH:47]=2)=[CH:13][CH:14]=1)[CH2:2][CH2:3][CH3:4] |f:2.3.4|. Procedure details: 7-[4-(2-butoxyethoxy)phenyl]-N-[4-[(5-methyl-1,2,4-triazin-3-yl)methylthio]phenyl]-1-isobutyl-2,3-dihydro-1H-1-benzazepine-4-carboxamide (0.67 g) was suspended in dichloromethane (100 ml). The suspension was cooled to −78° C. A solution of 3-chloroperbenzoic acid (0.38 g) in dichloromethane (7 ml) was added dropwise to the suspension. The mixture was stirred for 1.5 hours at −78° C. To the mixure was added sodium thiosulfate solution, and the mixture was concentrated, and extracted with ethyl ac... Reactants: Cl, Cl, NC1CN2CCC1CC2, O=C(O)c1cccc2oc(N3CCOCC3c3ccccc3)nc12. Product: O=C(NC1CN2CCC1CC2)c1cccc2oc(N3CCOCC3c3ccccc3)nc12. RXN SMILES: [ClH:25].[ClH:26].[NH2:27][CH:28]1[CH2:29][N:30]2[CH2:31][CH2:32][CH:33]1[CH2:34][CH2:35]2.[c:1]1([CH:7]2[CH2:8][O:9][CH2:10][CH2:11][N:12]2[c:13]2[o:14][c:15]3[c:16]([n:17]2)[c:18]([C:22](=[O:23])[OH:24])[cH:19][cH:20][cH:21]3)[cH:2][cH:3][cH:4][cH:5][cH:6]1>>[c:1]1([CH:7]2[CH2:8][O:9][CH2:10][CH2:11][N:12]2[c:13]2[o:14][c:15]3[c:16]([n:17]2)[c:18]([C:22](=[O:24])[NH:27][CH:28]2[CH2:29][N:30]4[CH2:31][CH2:32][CH:33]2[CH2:34][CH2:35]4)[cH:19][cH:20][cH:21]3)[cH:2][cH:3][cH:4][cH:5][cH:6]1. The reactants are C(#N)C#CC(C)(C)C=1C=CC(=C(C=O)C1)OC (5-(3-Cyano-1,1-dimethyl-2-propynyl)-2-methoxybenzaldehyde), N[C@@H]1[C@@H](N(CCC1)C(=O)OC(C)(C)C)C1=CC=CC=C1 ((2S,3S)-3-Amino-1-tert-butoxycarbonyl-2-phenylpiperidine), C(C)(C)(C)OC(=O)N1[C@H]([C@H](CCC1)NCC1=C(C=CC(=C1)C(C)C#N)OC)C1=CC=CC=C1 ((2S,3S)-1-tert-Butoxycarbonyl-3-(5-(1-cyanoethyl)-2-methoxybenzyl)amino-2-phenylpiperidine). The product is C(C)(C)(C)OC(=O)N1[C@H]([C@H](CCC1)NCC1=C(C=CC(=C1)C(C#CC#N)(C)C)OC)C1=CC=CC=C1 ((2S,3S)-1-tert-Butoxycarbonyl-3-[5-(3-cyano-1,1-dimethyl-2-propynyl)-2-methoxybenzyl]amino-2-phenylpiperidine). RXN SMILES: [C:1]([C:3]#[C:4][C:5]([C:8]1[CH:9]=[CH:10][C:11]([O:16][CH3:17])=[C:12]([CH:15]=1)[CH:13]=O)([CH3:7])[CH3:6])#[N:2].[NH2:18][C@H:19]1[CH2:24][CH2:23][CH2:22][N:21]([C:25]([O:27][C:28]([CH3:31])([CH3:30])[CH3:29])=[O:26])[C@H:20]1[C:32]1[CH:37]=[CH:36][CH:35]=[CH:34][CH:33]=1.C(OC(N1CCC[C@H](NCC2C=C(C(C#N)C)C=CC=2OC)[C@@H]1C1C=CC=CC=1)=O)(C)(C)C>>[C:28]([O:27][C:25]([N:21]1[CH2:22][CH2:23][CH2:24][C@H:19]([NH:18][CH2:13][C:12]2[CH:15]=[C:8]([C:5]([CH3:7])([CH3:6])[C:4]#[C:3][C:1]#[N:2])[CH:9]=[CH:10][C:11]=2[O:16][CH3:17])[C@@H:20]1[C:32]1[CH:37]=[CH:36][CH:35]=[CH:34][CH:33]=1)=[O:26])([CH3:31])([CH3:29])[CH3:30]. Procedure: This compound was prepared from Compound 64 and Compound 17 in the same manner of Compound 18. The reactants are CC1(OB(OC1(C)C)C=1CCN(CC1)C(=O)OC(C)(C)C)C (Tert-Butyl 4-(4,4,5,5-Tetramethyl-1,3,2-Dioxaborolan-2-yl)-3,6-Dihydropyridine-1(2H)-Carboxylate), BrC1=C(C=C(C=C1)Cl)[C@@H](C)O ((1R)-1-(2-Bromo-5-Chlorophenyl)Ethanol), [O-]P(=O)([O-])[O-].[K+].[K+].[K+] (potassium phosphate tribasic). The reagents and catalysts are C=1C=CC(=CC1)[P](C=2C=CC=CC2)(C=3C=CC=CC3)[Pd]([P](C=4C=CC=CC4)(C=5C=CC=CC5)C=6C=CC=CC6)([P](C=7C=CC=CC7)(C=8C=CC=CC8)C=9C=CC=CC9)[P](C=1C=CC=CC1)(C=1C=CC=CC1)C=1C=CC=CC1 (tetrakis(triphenylphosphine)palladium(0)). Run in CN(C=O)C (N,N-dimethylformamide). Reaction conditions: temperature 100 celsius. Yields the product ClC1=CC(=C(C=C1)C=1CCN(CC1)C(=O)OC(C)(C)C)[C@@H](C)O (Tert-Butyl 4-{4-Chloro-2-[(1R)-1-Hydroxyethyl]Phenyl}-3,6-Dihydropyridine-1(2H)-Carboxylate). Isolated yield 74537.5%. As a reaction SMILES: CC1(C)C(C)(C)OB([C:9]2[CH2:10][CH2:11][N:12]([C:15]([O:17][C:18]([CH3:21])([CH3:20])[CH3:19])=[O:16])[CH2:13][CH:14]=2)O1.Br[C:24]1[CH:29]=[CH:28][C:27]([Cl:30])=[CH:26][C:25]=1[C@H:31]([OH:33])[CH3:32].[O-]P([O-])([O-])=O.[K+].[K+].[K+]>CN(C)C=O.C1C=CC([P]([Pd]([P](C2C=CC=CC=2)(C2C=CC=CC=2)C2C=CC=CC=2)([P](C2C=CC=CC=2)(C2C=CC=CC=2)C2C=CC=CC=2)[P](C2C=CC=CC=2)(C2C=CC=CC=2)C2C=CC=CC=2)(C2C=CC=CC=2)C2C=CC=CC=2)=CC=1>[Cl:30][C:27]1[CH:28]=[CH:29][C:24]([C:9]2[CH2:10][CH2:11][N:12]([C:15]([O:17][C:18]([CH3:19])([CH3:20])[CH3:21])=[O:16])[CH2:13][CH:14]=2)=[C:25]([C@H:31]([OH:33])[CH3:32])[CH:26]=1 |f:2.3.4.5,^1:50,52,71,90|. Procedure: A vigorously stirred mixture of tert-butyl 4-(4,4,5,5-tetramethyl-1,2,3-dioxaborolan-2-yl)-3,6-dihydropyridine-1(2H)-carboxylate (1-4) (34.0 g, 0.110 mol), (1R)-1-(2-bromo-5-chlorophenyl)ethanol (3-4) (25.8 g, 0.110 mmol), potassium phosphate tribasic (70.0 g, 0.330 mol) and tetrakis(triphenylphosphine)palladium(0) (2.54 g, 2.20 mmol) in N,N-dimethylformamide (440 mL) was degassed via three vacuum/nitrogen ingress cycles and then heated at 100° C. for approximately 18 h. After cooling to room te... Reactants: CS(=O)(=O)O, [Cl-], ClCCl, CN1CCN(C2CCC(O)CC2)CC1=O. The product is CN1CCN(C2CCC(OS(C)(=O)=O)CC2)CC1=O. As a reaction SMILES: [CH3:2][S:3](=[O:4])(=[O:5])[OH:6].[Cl-:1].[Cl:22][CH2:23][Cl:24].[OH:7][CH:8]1[CH2:9][CH2:10][CH:11]([N:14]2[CH2:15][C:16](=[O:21])[N:17]([CH3:20])[CH2:18][CH2:19]2)[CH2:12][CH2:13]1>>[CH3:2][S:3](=[O:4])(=[O:5])[O:6][CH:8]1[CH2:9][CH2:10][CH:11]([N:14]2[CH2:15][C:16](=[O:21])[N:17]([CH3:20])[CH2:18][CH2:19]2)[CH2:12][CH2:13]1.